Dataset: the Open Reaction Database (ORD), a public repository of structured organic reaction records. Task: describe an organic reaction: reactants, conditions, products, and yield Reactants: C1CCOC1, CC(C)OC(=O)N=NC(=O)OC(C)C, O=c1cc(CCCO)c(=O)[nH][nH]1, c1ccc(P(c2ccccc2)c2ccccc2)cc1. The product is O=c1cc2c(n[nH]1)OCCC2. RXN SMILES: [CH2:46]1[O:47][CH2:48][CH2:49][CH2:50]1.[O:32]=[C:33]([O:34][CH:35]([CH3:36])[CH3:37])[N:38]=[N:39][C:40]([O:41][CH:42]([CH3:43])[CH3:44])=[O:45].[OH:1][CH2:2][CH2:3][CH2:4][c:5]1[c:6](=[O:12])[nH:7][nH:8][c:9](=[O:11])[cH:10]1.[c:13]1([P:14]([c:15]2[cH:16][cH:17][cH:18][cH:19][cH:20]2)[c:21]2[cH:22][cH:23][cH:24][cH:25][cH:26]2)[cH:27][cH:28][cH:29][cH:30][cH:31]1>>[CH2:2]1[CH2:3][CH2:4][c:5]2[c:6]([n:7][nH:8][c:9](=[O:11])[cH:10]2)[O:12]1. Starting materials: ClC1=NC=C(C=C1Cl)Cl (2,3,5-Trichloropyridine), dipotassium, C1(O)=CC=C(O)C=C1 (hydroquinone). The reagents and catalysts are C1COCCOCCOCCOCCOCCO1 (18-crown-6). Solvent: O (water), CS(=O)C (dimethyl sulfoxide). Run at time 8 hour. The product is ClC=1C(=NC=C(C1)Cl)OC1=CC=C(C=C1)O (p-[(3,5-Dichloro-2-pyridyl)oxy]phenol). Isolated yield 48.5%. As a reaction SMILES: Cl[C:2]1[C:7]([Cl:8])=[CH:6][C:5]([Cl:9])=[CH:4][N:3]=1.[C:10]1([CH:17]=[CH:16][C:14]([OH:15])=[CH:13][CH:12]=1)[OH:11]>CS(C)=O.O.C1OCCOCCOCCOCCOCCOC1>[Cl:8][C:7]1[C:2]([O:11][C:10]2[CH:17]=[CH:16][C:14]([OH:15])=[CH:13][CH:12]=2)=[N:3][CH:4]=[C:5]([Cl:9])[CH:6]=1. Procedure details: 2,3,5-Trichloropyridine (69.32 g, 0.38 mol) and 18-crown-6 (4.0 g, 0.015 mol) are added to a mixture of the dipotassium salt of hydroquinone (prepared from hydroquinone (44.0 g, 0.4 mol) and potassium hydroxide (45.0 g, 0.8 mol)) in dimethyl sulfoxide (700 mL). The reaction mixture is stirred overnight at room temperature, heated at 60° C. for 21/2 hours, diluted with water and extracted with ether. The combined organic extracts are washed with water, treated with charcoal, dried over anhydrous ... The reactants are O=C([O-])[O-], O=C1c2ccccc2C(=O)N1c1cc(CCl)ccn1, Cc1cc(C=CC#N)cc(C(=O)c2[nH]c(=O)[nH]c(=O)c2C(C)C)c1, [I-], [K+], [K+], [Li+], CN(C)C=O. The product is Cc1cc(C=CC#N)cc(C(=O)c2c(C(C)C)c(=O)[nH]c(=O)n2Cc2ccnc(N3C(=O)c4ccccc4C3=O)c2)c1. As a reaction SMILES: [C:25](=[O:26])([O-:27])[O-:28].[C:33]1(=[O:51])[c:34]2[c:35]([cH:47][cH:48][cH:49][cH:50]2)[C:36](=[O:46])[N:37]1[c:38]1[n:39][cH:40][cH:41][c:42]([CH2:44][Cl:45])[cH:43]1.[CH:1]([CH3:2])([CH3:3])[c:4]1[c:5]([C:12](=[O:13])[c:14]2[cH:15][c:16]([CH:21]=[CH:22][C:23]#[N:24])[cH:17][c:18]([CH3:20])[cH:19]2)[nH:6][c:7](=[O:11])[nH:8][c:9]1=[O:10].[I-:31].[K+:29].[K+:30].[Li+:32].[O:52]=[CH:53][N:54]([CH3:55])[CH3:56]>>[CH:1]([CH3:2])([CH3:3])[c:4]1[c:5]([C:12](=[O:13])[c:14]2[cH:15][c:16]([CH:21]=[CH:22][C:23]#[N:24])[cH:17][c:18]([CH3:20])[cH:19]2)[n:6]([CH2:44][c:42]2[cH:41][cH:40][n:39][c:38]([N:37]3[C:33](=[O:51])[c:34]4[c:35]([cH:47][cH:48][cH:49][cH:50]4)[C:36]3=[O:46])[cH:43]2)[c:7](=[O:11])[nH:8][c:9]1=[O:10]. The reactants are BrC1=CC(=C(C=C1)C(=O)N1[C@@H](CCC1)CN1CCCC1)F ((4-bromo-2-fluoro-phenyl)-(2-(S)-pyrrolidin-1-ylmethyl-pyrrolidin-1-yl)-methanone), FC(C=1C=C(C=CC1)B(O)O)(F)F (3-Trifluoromethyl benzene boronic acid). Product: FC=1C=C(C=CC1C(=O)N1[C@@H](CCC1)CN1CCCC1)C1=CC=C(C=C1)C(F)(F)F ((3-Fluoro-4′-trifluoromethyl-biphenyl-4-yl)-(2-(S)-pyrrolidin-1-ylmethyl-pyrrolidin-1-yl)-methanone). Reaction SMILES: Br[C:2]1[CH:7]=[CH:6][C:5]([C:8]([N:10]2[CH2:14][CH2:13][CH2:12][C@H:11]2[CH2:15][N:16]2[CH2:20][CH2:19][CH2:18][CH2:17]2)=[O:9])=[C:4]([F:21])[CH:3]=1.[F:22][C:23]([F:34])([F:33])[C:24]1[CH:25]=[C:26](B(O)O)[CH:27]=[CH:28][CH:29]=1>>[F:21][C:4]1[CH:3]=[C:2]([C:27]2[CH:26]=[CH:25][C:24]([C:23]([F:34])([F:33])[F:22])=[CH:29][CH:28]=2)[CH:7]=[CH:6][C:5]=1[C:8]([N:10]1[CH2:14][CH2:13][CH2:12][C@H:11]1[CH2:15][N:16]1[CH2:20][CH2:19][CH2:18][CH2:17]1)=[O:9]. Procedure details: The title compound is prepared in a manner substantially analogous to Procedure SS starting from (4-bromo-2-fluoro-phenyl)-(2-(S)-pyrrolidin-1-ylmethyl-pyrrolidin-1-yl)-methanone and 3-Trifluoromethyl benzene boronic acid. MS (M+H) 421.1 Reactants: CC1=CC=C(C=C1)S(=O)(=O)OC[C@@H]1OC2=C(OC1)C=CC1=C2C=CO1 ((2R)-2,3-dihydrofuro[3,2-f][1,4]benzodioxin-2-ylmethyl 4-methylbenzenesulfonate), N1CCC(=CC1)C1=CNC2=CC=CC=C12 (3-(1,2,3,6-tetrahydro-4-pyridinyl)-1H-indole), C(C)(=O)OCC (ethyl acetate). Solvent: CS(=O)C (DMSO). The product is O1C(COC2=C1C1=C(C=C2)OC=C1)CN1CCC(=CC1)C1=CNC2=CC=CC=C12 (3-{1-[2,3-Dihydrofuro[3,2-f][1,4]benzodioxin-2-ylmethyl]-1,2,3,6-tetrahydropyridin-4-yl}-1H-indole). RXN SMILES: CC1C=CC(S(O[CH2:12][C@H:13]2[CH2:18][O:17][C:16]3[CH:19]=[CH:20][C:21]4[O:25][CH:24]=[CH:23][C:22]=4[C:15]=3[O:14]2)(=O)=O)=CC=1.[NH:26]1[CH2:31][CH:30]=[C:29]([C:32]2[C:40]3[C:35](=[CH:36][CH:37]=[CH:38][CH:39]=3)[NH:34][CH:33]=2)[CH2:28][CH2:27]1.C(OCC)(=O)C>CS(C)=O>[O:14]1[C:15]2[C:22]3[CH:23]=[CH:24][O:25][C:21]=3[CH:20]=[CH:19][C:16]=2[O:17][CH2:18][CH:13]1[CH2:12][N:26]1[CH2:27][CH:28]=[C:29]([C:32]2[C:40]3[C:35](=[CH:36][CH:37]=[CH:38][CH:39]=3)[NH:34][CH:33]=2)[CH2:30][CH2:31]1. Reported procedure: A solution of 0.40 g (1.1 mmole) of (2R)-2,3-dihydrofuro[3,2-f][1,4]benzodioxin-2-ylmethyl 4-methylbenzenesulfonate and 1.0 g (5.0 mmole) of 3-(1,2,3,6-tetrahydro-4-pyridinyl)-1H-indole in 10 mL of DMSO was heated under nitrogen at 80° C. for 4 hours. After the reaction had cooled to room temperature, 400 mL of ethyl acetate was added and the solution was washed with 250 mL portions of saturated aqueous sodium bicarbonate, water and saturated brine, dried over sodium sulfate, filtered and concen... As a reaction SMILES: CC1C=CC(C(O[C@@H](C(O)=O)[C@@H](OC(=O)C2C=CC(C)=CC=2)C(O)=O)=O)=CC=1.[C:29]1([C@H:35]2[C@@H:40]([NH2:41])[CH2:39][CH2:38][CH2:37][NH:36]2)[CH:34]=[CH:33][CH:32]=[CH:31][CH:30]=1.[CH3:42][O:43][C:44]1[CH:51]=[CH:50][C:49]([C:52]2[CH:57]=[CH:56][C:55]([F:58])=[CH:54][CH:53]=2)=[CH:48][C:45]=1[CH:46]=O.C(O[BH-](OC(=O)C)OC(=O)C)(=O)C.[Na+].C(=O)([O-])O.[Na+].[ClH:78]>C(Cl)Cl.C(OCC)(=O)C>[ClH:78].[ClH:78].[CH3:42][O:43][C:44]1[CH:51]=[CH:50][C:49]([C:52]2[CH:57]=[CH:56][C:55]([F:58])=[CH:54][CH:53]=2)=[CH:48][C:45]=1[CH2:46][NH:41][C@H:40]1[CH2:39][CH2:38][CH2:37][NH:36][C@H:35]1[C:29]1[CH:30]=[CH:31][CH:32]=[CH:33][CH:34]=1 |f:0.1,3.4,5.6,10.11.12|. Yields the product Cl.Cl.COC1=C(CN[C@@H]2[C@@H](NCCC2)C2=CC=CC=C2)C=C(C=C1)C1=CC=C(C=C1)F ([2-methoxy-5-(4-fluorophenyl)benzyl][(2S,3S)-2-phenylpiperidin-3-yl]amine dihydrochloride). Conditions: time 16 hour. The solvent is C(C)(=O)OCC (ethyl acetate), C(C)(=O)OCC (ethyl acetate), C(Cl)Cl (methylene chloride). Procedure details: In 25 ml of methylene chloride were suspended 281 mg of (2S,3S)-2-phenylpiperidin-3-ylamine (2R,3R)-bis(4-methylbenzoyloxy)succinate, 115 mg of 2-methoxy-5-(4-fluorophenyl)benzaldehyde and 212 mg of sodium triacetoxyborohydride. This reaction mixture was stirred at room temperature under nitrogen atmosphere for 16 hours, and then, a saturated aqueous sodium hydrogen carbonate solution was added and the resulting mixture was extracted with chloroform. The organic layer was washed with brine, drie... Starting materials: CC1=CC=C(C(=O)O[C@H]([C@H](C(=O)O)OC(C2=CC=C(C=C2)C)=O)C(=O)O)C=C1.C1(=CC=CC=C1)[C@@H]1NCCC[C@@H]1N ((2S,3S)-2-phenylpiperidin-3-ylamine (2R,3R)-bis(4-methylbenzoyloxy)succinate), Cl (hydrochloric acid), C(O)([O-])=O.[Na+] (sodium hydrogen carbonate), COC1=C(C=O)C=C(C=C1)C1=CC=C(C=C1)F (2-methoxy-5-(4-fluorophenyl)benzaldehyde), C(C)(=O)O[BH-](OC(C)=O)OC(C)=O.[Na+] (sodium triacetoxyborohydride). Starting materials: COC(=O)c1cccc(-c2nc(C3CCCCN3C(=O)COc3ccccc3)cs2)c1, CO, Cl, [K+], [OH-], O. The product is O=C(O)c1cccc(-c2nc(C3CCCCN3C(=O)COc3ccccc3)cs2)c1. RXN SMILES: [CH3:1][O:2][C:3]([c:4]1[cH:5][c:6](-[c:10]2[s:11][cH:12][c:13]([CH:15]3[N:16]([C:21]([CH2:22][O:23][c:24]4[cH:25][cH:26][cH:27][cH:28][cH:29]4)=[O:30])[CH2:17][CH2:18][CH2:19][CH2:20]3)[n:14]2)[cH:7][cH:8][cH:9]1)=[O:31].[CH3:35][OH:36].[ClH:34].[K+:33].[OH-:32].[OH2:37]>>[O:2]=[C:3]([c:4]1[cH:5][c:6](-[c:10]2[s:11][cH:12][c:13]([CH:15]3[N:16]([C:21]([CH2:22][O:23][c:24]4[cH:25][cH:26][cH:27][cH:28][cH:29]4)=[O:30])[CH2:17][CH2:18][CH2:19][CH2:20]3)[n:14]2)[cH:7][cH:8][cH:9]1)[OH:31]. The reactants are CN(CC=O)C(=O)OC(C)(C)C, COC(=O)c1ccc2c(C3CCCCC3)c3n(c2c1)CC(N)COc1cc(OCc2ccccn2)ccc1-3. The product is COC(=O)c1ccc2c(C3CCCCC3)c3n(c2c1)CC(NCCN(C)C(=O)OC(C)(C)C)COc1cc(OCc2ccccn2)ccc1-3. Reaction SMILES: [CH3:39][N:40]([C:41]([O:42][C:43]([CH3:44])([CH3:45])[CH3:46])=[O:47])[CH2:48][CH:49]=[O:50].[NH2:1][CH:2]1[CH2:3][O:4][c:5]2[c:6]([cH:27][cH:28][c:29]([O:31][CH2:32][c:33]3[n:34][cH:35][cH:36][cH:37][cH:38]3)[cH:30]2)-[c:7]2[n:8]([c:10]3[cH:11][c:12]([C:23](=[O:24])[O:25][CH3:26])[cH:13][cH:14][c:15]3[c:16]2[CH:17]2[CH2:18][CH2:19][CH2:20][CH2:21][CH2:22]2)[CH2:9]1>>[NH:1]([CH:2]1[CH2:3][O:4][c:5]2[c:6]([cH:27][cH:28][c:29]([O:31][CH2:32][c:33]3[n:34][cH:35][cH:36][cH:37][cH:38]3)[cH:30]2)-[c:7]2[n:8]([c:10]3[cH:11][c:12]([C:23](=[O:24])[O:25][CH3:26])[cH:13][cH:14][c:15]3[c:16]2[CH:17]2[CH2:18][CH2:19][CH2:20][CH2:21][CH2:22]2)[CH2:9]1)[CH2:49][CH2:48][N:40]([CH3:39])[C:41]([O:42][C:43]([CH3:44])([CH3:45])[CH3:46])=[O:47]. Starting materials: COC(=O)c1ccc(C=CCBr)cc1-c1ccc(F)cc1, COC(=O)c1ccc(C=CCc2cncn2C(c2ccccc2)(c2ccccc2)c2ccccc2)cc1-c1ccc(F)cc1, Cn1cncc1I. Product: COC(=O)c1ccc(C=CCc2cncn2C)cc1-c1ccc(F)cc1. RXN SMILES: [Br:1][CH2:2][CH:3]=[CH:4][c:5]1[cH:6][cH:7][c:8]([C:9]([O:10][CH3:11])=[O:12])[c:13](-[c:14]2[cH:15][cH:16][c:17]([F:18])[cH:19][cH:20]2)[cH:21]1.[C:29]([c:30]1[cH:31][cH:32][cH:33][cH:34][cH:35]1)([c:36]1[cH:37][cH:38][cH:39][cH:40][cH:41]1)([c:42]1[cH:43][cH:44][cH:45][cH:46][cH:47]1)[n:48]1[cH:49][n:50][cH:51][c:52]1[CH2:53][CH:54]=[CH:55][c:56]1[cH:57][c:58](-[c:66]2[cH:67][cH:68][c:69]([F:72])[cH:70][cH:71]2)[c:59]([C:60](=[O:61])[O:62][CH3:63])[cH:64][cH:65]1.[I:22][c:23]1[n:24]([CH3:25])[cH:26][n:27][cH:28]1>>[CH3:29][n:48]1[cH:49][n:50][cH:51][c:52]1[CH2:53][CH:54]=[CH:55][c:56]1[cH:57][c:58](-[c:66]2[cH:67][cH:68][c:69]([F:72])[cH:70][cH:71]2)[c:59]([C:60](=[O:61])[O:62][CH3:63])[cH:64][cH:65]1.